This data is from the Open Reaction Database (ORD), a public repository of structured organic reaction records. The task is: describe an organic reaction: reactants, conditions, products, and yield Reactants: O=C([O-])O, ClCCCl, CCOC(C)=O, COc1cc(C=C(CCCCl)C(=O)O)ccc1-n1cnc(C)c1, O=C(O)C(F)(F)F, NC1CCc2ccc(F)cc21, [Na+], CN(C)C=O, On1nnc2ccccc21. Product: COc1cc(C=C(CCCCl)C(=O)NC2CCc3ccc(F)cc32)ccc1-n1cnc(C)c1. Reaction SMILES: [C:52](=[O:53])([OH:54])[O-:55].[CH2:68]([Cl:69])[CH2:70][Cl:71].[CH3:62][CH2:63][O:64][C:65](=[O:66])[CH3:67].[Cl:18][CH2:19][CH2:20][CH2:21][C:22]([C:23](=[O:24])[OH:25])=[CH:26][c:27]1[cH:28][c:29]([O:39][CH3:40])[c:30](-[n:33]2[cH:34][n:35][c:36]([CH3:38])[cH:37]2)[cH:31][cH:32]1.[F:11][C:12]([F:13])([F:14])[C:15]([OH:16])=[O:17].[F:41][c:42]1[cH:43][cH:44][c:45]2[c:49]([cH:50]1)[CH:48]([NH2:51])[CH2:47][CH2:46]2.[Na+:56].[O:57]=[CH:58][N:59]([CH3:60])[CH3:61].[OH:1][n:2]1[c:3]2[c:4]([cH:5][cH:6][cH:7][cH:8]2)[n:9][n:10]1>>[Cl:18][CH2:19][CH2:20][CH2:21][C:22]([C:23](=[O:25])[NH:51][CH:48]1[CH2:47][CH2:46][c:45]2[cH:44][cH:43][c:42]([F:41])[cH:50][c:49]21)=[CH:26][c:27]1[cH:28][c:29]([O:39][CH3:40])[c:30](-[n:33]2[cH:34][n:35][c:36]([CH3:38])[cH:37]2)[cH:31][cH:32]1.